Dataset: the Open Reaction Database (ORD), a public repository of structured organic reaction records. Task: describe an organic reaction: reactants, conditions, products, and yield The reactants are C(CCC)NC(=O)CC=1C=C2C(=CN(C2=CC1)C)CC1=C(C=C(C(=O)O)C=C1)OC (4-[5-(butylcarbamoyl)methyl-1-methylindol-3-ylmethyl]-3-methoxybenzoic acid), Cl.CN(CCCN=C=NCC)C (1-(3-dimethylaminopropyl)-3-ethylcarbodiimide hydrochloride), CC1=C(C=CC=C1)S(=O)(=O)N (2-methylbenzenesulfonamide). Reagents/catalysts: CN(C1=CC=NC=C1)C (4-(dimethylamino)pyridine). Run in C(Cl)Cl (methylene chloride), C(Cl)Cl (methylene chloride). Yields the product C(CCC)NC(=O)CC=1C=C2C(=CN(C2=CC1)C)CC1=C(C=C(C(=O)NS(=O)(=O)C2=C(C=CC=C2)C)C=C1)OC (4-[5-(Butylcarbamoyl)methyl-1-methylindol-3-ylmethyl]-3-methoxy-N-(2-methylphenylsulfonyl)benzamide). Yield: 84.8%. As a reaction SMILES: [CH2:1]([NH:5][C:6]([CH2:8][C:9]1[CH:10]=[C:11]2[C:15](=[CH:16][CH:17]=1)[N:14]([CH3:18])[CH:13]=[C:12]2[CH2:19][C:20]1[CH:28]=[CH:27][C:23]([C:24](O)=[O:25])=[CH:22][C:21]=1[O:29][CH3:30])=[O:7])[CH2:2][CH2:3][CH3:4].Cl.CN(C)CCCN=C=NCC.[CH3:43][C:44]1[CH:49]=[CH:48][CH:47]=[CH:46][C:45]=1[S:50]([NH2:53])(=[O:52])=[O:51]>CN(C)C1C=CN=CC=1.C(Cl)Cl>[CH2:1]([NH:5][C:6]([CH2:8][C:9]1[CH:10]=[C:11]2[C:15](=[CH:16][CH:17]=1)[N:14]([CH3:18])[CH:13]=[C:12]2[CH2:19][C:20]1[CH:28]=[CH:27][C:23]([C:24]([NH:53][S:50]([C:45]2[CH:46]=[CH:47][CH:48]=[CH:49][C:44]=2[CH3:43])(=[O:52])=[O:51])=[O:25])=[CH:22][C:21]=1[O:29][CH3:30])=[O:7])[CH2:2][CH2:3][CH3:4] |f:1.2|. Procedure: A solution of 4-[5-(butylcarbamoyl)methyl-1-methylindol-3-ylmethyl]-3-methoxybenzoic acid (0.18 g), 4-(dimethylamino)pyridine (0.06 g), 1-(3-dimethylaminopropyl)-3-ethylcarbodiimide hydrochloride (0.10 g), and 2-methylbenzenesulfonamide (0.08 g) in methylene chloride (3 ml) was stirred under a nitrogen atmosphere for 36 hr. The mixture was diluted with methylene chloride; washed (10% v/v hydrochloric acid, water), evaporated and dried under vacuum to give the title compound (0.21 g, 86%) as a pa... Reactants: C[Si](C)(C)C#C ((trimethylsilyl)acetylene), BrC=1C=C2C(CCN(C2=CC1)C1CC1)(C)C (6-bromo-1-cyclopropyl-4,4-dimethyl-1,2,3,4-tetrahydro quinoline), BrC=1C=C2C(CCN(C2=CC1)C1CC1)(C)C (6-bromo-1-cyclopropyl-4,4-dimethyl-1,2,3,4-tetrahydro quinoline). Reagents/catalysts: [Cu]I (copper(I)iodide), Cl[Pd]([P](C1=CC=CC=C1)(C2=CC=CC=C2)C3=CC=CC=C3)([P](C4=CC=CC=C4)(C5=CC=CC=C5)C6=CC=CC=C6)Cl (dichlorobis(triphenylphosphine)palladium(II)). The solvent is C(C)N(CC)CC (triethyl amine). The product is C1(CC1)N1CCC(C2=CC(=CC=C12)C#C[Si](C)(C)C)(C)C (1-Cyclopropyl-6-trimethylsilanylethynyl-4,4-dimethyl-1,2,3,4-tetrahydro-quinoline), oil. Isolated yield 79.0%. As a reaction SMILES: Br[C:2]1[CH:3]=[C:4]2[C:9](=[CH:10][CH:11]=1)[N:8]([CH:12]1[CH2:14][CH2:13]1)[CH2:7][CH2:6][C:5]2([CH3:16])[CH3:15].[CH3:17][Si:18]([C:21]#[CH:22])([CH3:20])[CH3:19]>[Cu]I.Cl[Pd](Cl)([P](C1C=CC=CC=1)(C1C=CC=CC=1)C1C=CC=CC=1)[P](C1C=CC=CC=1)(C1C=CC=CC=1)C1C=CC=CC=1.C(N(CC)CC)C>[CH:12]1([N:8]2[C:9]3[C:4](=[CH:3][C:2]([C:22]#[C:21][Si:18]([CH3:20])([CH3:19])[CH3:17])=[CH:11][CH:10]=3)[C:5]([CH3:16])([CH3:15])[CH2:6][CH2:7]2)[CH2:14][CH2:13]1 |^1:27,46|. Reported procedure: Following general procedure D and using 6-bromo-1-cyclopropyl-4,4-dimethyl-1,2,3,4-tetrahydro quinoline (Intermediate 51, 0.8 g, 2.86 mmol), (trimethylsilyl)acetylene (5 mL, 35 mmol), triethyl amine (10 mL), anhydrous tetrahydrofuiran, copper(I)iodide (0.080 g, 0.42 mmol) and dichlorobis(triphenylphosphine)palladium(II) (0.240 g, 0.34 mmol), the title compound was obtained as an oil (0.67 g, 79%). Reactants: NCCC1=CNC2=CC=3CCN(C(C3C=C21)=O)CC2=CC=CC=C2 (3-(2-Amino-ethyl)-6-benzyl-1,6,7,8-tetrahydro-pyrrolo[2,3-g]isoquinolin-5-one), ClC=1C(C(=C(C(C1Cl)=O)C#N)C#N)=O (2,3-dichloro-5,6-dicyanobenzoquinone). Solvent: ClC1=CC=CC=C1 (chlorobenzene). Product: NCCC=1C=NC2=CC3=CCN(C(C3=CC21)=O)CC2=CC=CC=C2 (3-(2-Amino-ethyl)-6-benzylpyrrolo[2,3-g]isoquinolin-5-one). As a reaction SMILES: [NH2:1][CH2:2][CH2:3][C:4]1[C:16]2[C:7](=[CH:8][C:9]3[CH2:10][CH2:11][N:12]([CH2:18][C:19]4[CH:24]=[CH:23][CH:22]=[CH:21][CH:20]=4)[C:13](=[O:17])[C:14]=3[CH:15]=2)[NH:6][CH:5]=1.ClC1C(=O)C(C#N)=C(C#N)C(=O)C=1Cl>ClC1C=CC=CC=1>[NH2:1][CH2:2][CH2:3][C:4]1[CH:5]=[N:6][C:7]2[C:16]=1[CH:15]=[C:14]1[C:9](=[CH:10][CH2:11][N:12]([CH2:18][C:19]3[CH:24]=[CH:23][CH:22]=[CH:21][CH:20]=3)[C:13]1=[O:17])[CH:8]=2. Procedure: A solution of 3-(2-Amino-ethyl)-6-benzyl-1,6,7,8-tetrahydro-pyrrolo[2,3-g]isoquinolin-5-one (1 mmole) and 2,3-dichloro-5,6-dicyanobenzoquinone (2 mmole) in chlorobenzene (15 mL) at reflux under nitrogen for 24 hours provides the titled compound as a yellow colored solid. The reactants are C(C)(=O)N1CC2=C(CCC1)C=C(S2)CCCl (7-acetyl-2-chloroethyl-5,6,7,8-tetrahydro-4H-thieno[2,3-c]azepine), Cl.FC1=CC2=C(C(=NO2)C2CCNCC2)C=C1 (4-(6-fluoro-1,2-benzisoxazol-3-yl)-piperidine hydrochloride), C([O-])([O-])=O.[K+].[K+] (potassium carbonate), [I-].[K+] (potassium iodide). Solvent: CN(C=O)C (dimethylformamide), C1(=CC=CC=C1)C (toluene). Reaction conditions: temperature 90 celsius, time 5 hour. The product is C(C)(=O)N1CC2=C(CCC1)C=C(S2)CCN2CCC(CC2)C2=NOC1=C2C=CC(=C1)F (7-acetyl-2-(2-(4-(6-fluoro-1,2-benzisoxazol-3-yl)piperidin-1-yl)ethyl)-5,6,7,8-tetrahydro-4H-thieno[2,3-c]azepine). Isolated yield 54.7%. RXN SMILES: [C:1]([N:4]1[CH2:10][CH2:9][CH2:8][C:7]2[CH:11]=[C:12]([CH2:14][CH2:15]Cl)[S:13][C:6]=2[CH2:5]1)(=[O:3])[CH3:2].Cl.[F:18][C:19]1[CH:33]=[CH:32][C:22]2[C:23]([CH:26]3[CH2:31][CH2:30][NH:29][CH2:28][CH2:27]3)=[N:24][O:25][C:21]=2[CH:20]=1.C(=O)([O-])[O-].[K+].[K+].[I-].[K+]>CN(C)C=O.C1(C)C=CC=CC=1>[C:1]([N:4]1[CH2:10][CH2:9][CH2:8][C:7]2[CH:11]=[C:12]([CH2:14][CH2:15][N:29]3[CH2:28][CH2:27][CH:26]([C:23]4[C:22]5[CH:32]=[CH:33][C:19]([F:18])=[CH:20][C:21]=5[O:25][N:24]=4)[CH2:31][CH2:30]3)[S:13][C:6]=2[CH2:5]1)(=[O:3])[CH3:2] |f:1.2,3.4.5,6.7|. Procedure: A mixture of 1.6 g of 7-acetyl-2-chloroethyl-5,6,7,8-tetrahydro-4H-thieno[2,3-c]azepine, 1.8 g of 4-(6-fluoro-1,2-benzisoxazol-3-yl)-piperidine hydrochloride, 2.6 g of potassium carbonate and 1 g of potassium iodide in 15 ml of dimethylformamide and 15 ml of toluene was stirred at 90° C. for 5 hours and concentrated in vacuo. To the residue were added ethyl acetate and water, and separated. The ethyl acetate layer was washed with water, dried over magnesium sulfate and concentrated in vacuo. The... Reactants: FC1=C(CN2N=C(C=3C2=NC=CC3)C(N)=N)C=CC=C1 (1-(2-Fluorobenzyl)-1H-pyrazolo[3,4-b]pyridine-3-carboximidamide), O=C(CC(=O)OC)C (methyl 3-oxobutanoate), O=C(CC(=O)OC)C (methyl 3-oxobutanoate). Run in C1(=CC=CC=C1)C (toluene). Conditions: temperature 0 celsius, time 24 hour. Yields the product FC1=C(CN2N=C(C=3C2=NC=CC3)C3=NC(=CC(=N3)O)C)C=CC=C1 (2-[1-(2-Fluorobenzyl)-1H-pyrazolo[3,4-b]pyridin-3-yl]-6-methyl-4-pyrimidinol). RXN SMILES: [F:1][C:2]1[CH:20]=[CH:19][CH:18]=[CH:17][C:3]=1[CH2:4][N:5]1[C:9]2=[N:10][CH:11]=[CH:12][CH:13]=[C:8]2[C:7]([C:14](=[NH:16])[NH2:15])=[N:6]1.O=[C:22]([CH3:28])[CH2:23][C:24](OC)=[O:25]>C1(C)C=CC=CC=1>[F:1][C:2]1[CH:20]=[CH:19][CH:18]=[CH:17][C:3]=1[CH2:4][N:5]1[C:9]2=[N:10][CH:11]=[CH:12][CH:13]=[C:8]2[C:7]([C:14]2[N:15]=[C:24]([OH:25])[CH:23]=[C:22]([CH3:28])[N:16]=2)=[N:6]1. Procedure details: 2.00 g (7.43 mmol) of 1-(2-fluorobenzyl)-1H-pyrazolo[3,4-b]pyridine-3-carboximidamide (example I, step 5) are dissolved together with 1.04 g (8.91 mmol) of methyl 3-oxobutanoate in 10 ml of absolute toluene under argon and stirred under reflux for 8 hours. A further 8.91 mmol of methyl 3-oxobutanoate are added, and stirring under reflux temperature is continued for 24 hours. This is followed by cooling to 0° C., removal of the precipitated solid by filtration and drying under high vacuum. 1.98 g... Reactants: CCN, Cn1c(=O)ccc2cnc(S(C)(=O)=O)nc21. Yields the product CCNc1ncc2ccc(=O)n(C)c2n1. Reaction SMILES: [CH3:17][CH2:18][NH2:19].[CH3:1][n:2]1[c:3](=[O:16])[cH:4][cH:5][c:6]2[c:7]1[n:8][c:9]([S:12]([CH3:13])(=[O:14])=[O:15])[n:10][cH:11]2>>[CH3:1][n:2]1[c:3](=[O:16])[cH:4][cH:5][c:6]2[c:7]1[n:8][c:9]([NH:19][CH2:18][CH3:17])[n:10][cH:11]2.